This data is from the Open Reaction Database (ORD), a public repository of structured organic reaction records. The task is: describe an organic reaction: reactants, conditions, products, and yield Reactants: OC(CCC1C(CN(CC1)C(=O)OC(C)(C)C)C(=O)O)C1=C(C=NC2=CC=C(C=C12)OC)F ((3RS,4RS)-4-[3-(R,S)-hydroxy-3-(3-fluoro-6-methoxyquinolin-4-yl)propyl]-1-(tert-butyloxycarbonyl)piperidine-3-carboxylic acid), CO (methanol), S(=O)(Cl)Cl (thionyl chloride). Reaction conditions: time 48 hour. Yields the product Cl.Cl.OC(CCC1C(CNCC1)C(=O)OC)C1=C(C=NC2=CC=C(C=C12)OC)F (methyl (3RS,4RS)-4-[3-(R,S)-hydroxy-3-(3-fluoro-6-methoxyquinolin-4-yl)propyl]piperidine-3-carboxylate dihydrochloride). Reaction SMILES: [OH:1][CH:2]([C:21]1[C:30]2[C:25](=[CH:26][CH:27]=[C:28]([O:31][CH3:32])[CH:29]=2)[N:24]=[CH:23][C:22]=1[F:33])[CH2:3][CH2:4][CH:5]1[CH2:10][CH2:9][N:8](C(OC(C)(C)C)=O)[CH2:7][CH:6]1[C:18]([OH:20])=[O:19].S(Cl)([Cl:36])=O.[CH3:38]O>>[ClH:36].[ClH:36].[OH:1][CH:2]([C:21]1[C:30]2[C:25](=[CH:26][CH:27]=[C:28]([O:31][CH3:32])[CH:29]=2)[N:24]=[CH:23][C:22]=1[F:33])[CH2:3][CH2:4][CH:5]1[CH2:10][CH2:9][NH:8][CH2:7][CH:6]1[C:18]([O:20][CH3:38])=[O:19] |f:3.4.5|. Procedure: A solution of 1.26 g of (3RS,4RS)-4-[3-(R,S)-hydroxy-3-(3-fluoro-6-methoxyquinolin-4-yl)propyl]-1-(tert-butyloxycarbonyl)piperidine-3-carboxylic acid in 50-cm3 of methanol was cooled to a temperature in the region of −25° C. with stirring and under an inert atmosphere. 1.6-cm3 of thionyl chloride were added to this solution over 25 minutes. The mixture was brought to a temperature in the region of 20° C., while the stirring was continued for a further 48 hours. The reaction mixture was concentra... Reaction SMILES: [CH:1]1([N:9]2[C:12](=[O:13])[C:11]([CH3:15])([CH3:14])[NH:10]2)[CH2:8][CH2:7][CH2:6][CH2:5][CH2:4][CH2:3][CH2:2]1.[Cl:16][C:17]1[CH:24]=[CH:23][C:22]([F:25])=[CH:21][C:18]=1[CH2:19]Br>>[Cl:16][C:17]1[CH:24]=[CH:23][C:22]([F:25])=[CH:21][C:18]=1[CH2:19][N:10]1[C:11]([CH3:15])([CH3:14])[C:12](=[O:13])[N:9]1[CH:1]1[CH2:8][CH2:7][CH2:6][CH2:5][CH2:4][CH2:3][CH2:2]1. The product is ClC1=C(CN2N(C(C2(C)C)=O)C2CCCCCCC2)C=C(C=C1)F (1-(2-chloro-5-fluorobenzyl)-2-cyclooctyl-4,4-dimethyl-1,2-diazetidin-3-one). Reported procedure: 2-Cyclooctyl-4,4-dimethyl-1,2-diazetidin-3-one and 2-chloro-5-fluorobenzyl bromide were used for a similar reaction and treatment as Process 6 of Example 1, and the title compound was obtained as a colorless oil. Starting materials: C1(CCCCCCC1)N1NC(C1=O)(C)C (2-Cyclooctyl-4,4-dimethyl-1,2-diazetidin-3-one), ClC1=C(CBr)C=C(C=C1)F (2-chloro-5-fluorobenzyl bromide).